Dataset: the Open Reaction Database (ORD), a public repository of structured organic reaction records. Task: describe an organic reaction: reactants, conditions, products, and yield The reactants are CN(C(=O)NC1=NC(=CC(=C1)C)C)C (N,N-dimethyl-N'-(4,6-dimethyl-2-pyridyl)urea), [H-].[Li+] (lithium hydride), Cl.C(C)(C)N(CCCl)C(C)C (2-Diisopropylaminoethyl chloride hydrochloride). Solvent: O1CCOCC1 (dioxane). Yields the product Cl.Cl.CN(C(=O)N(C1=NC(=CC(=C1)C)C)CCN(C(C)C)C(C)C)C (N,N-Dimethyl-N'-(2-diisopropylaminoethyl)-N'-(4,6-dimethyl-2-pyridyl)ureaDihydrochloride). Isolated yield 44.1%. RXN SMILES: [H-].[Li+].[CH3:3][N:4]([CH3:16])[C:5]([NH:7][C:8]1[CH:13]=[C:12]([CH3:14])[CH:11]=[C:10]([CH3:15])[N:9]=1)=[O:6].[ClH:17].[CH:18]([N:21]([CH:25]([CH3:27])[CH3:26])[CH2:22][CH2:23][Cl:24])([CH3:20])[CH3:19]>O1CCOCC1>[ClH:24].[ClH:17].[CH3:3][N:4]([CH3:16])[C:5]([N:7]([CH2:23][CH2:22][N:21]([CH:25]([CH3:27])[CH3:26])[CH:18]([CH3:20])[CH3:19])[C:8]1[CH:13]=[C:12]([CH3:14])[CH:11]=[C:10]([CH3:15])[N:9]=1)=[O:6] |f:0.1,3.4,6.7.8|. Reported procedure: To a suspension of lithium hydride (0.65 g, 80 mmoles) in dry dioxane (65 ml) under nitrogen atmosphere is added N,N-dimethyl-N'-(4,6-dimethyl-2-pyridyl)urea (5.8 g, 30 mmoles) and the mixture is heated to reflux for three hours. 2-Diisopropylaminoethyl chloride hydrochloride (6.0 g, 30 mmoles) is added cautiously in small portions and refluxing continued for twenty-four hours. The reaction mixture is cooled, salts filtered off and solvent evaporated. The residue is dissolved in methylene chlori... Reactants: OC=1C=C2C(C=C(OC2=CC1)C1=CC=CC=C1)=O (6-hydroxyflavone), BrCCCCCCCl (1-bromo-6-chlorohexane), OC1CCNCC1 (4-hydroxypiperidine). The product is Cl.OC1CCN(CC1)CCCCCCOC=1C=CC2=C(C(C=C(O2)C2=CC=CC=C2)=O)C1 (6-[6(4-Hydroxypiperidinyl)hexoxy]-2-phenyl-4H-1-benzopyran-4-one hydrochloride). Reaction SMILES: [OH:1][C:2]1[CH:3]=[C:4]2[C:9](=[CH:10][CH:11]=1)[O:8][C:7]([C:12]1[CH:17]=[CH:16][CH:15]=[CH:14][CH:13]=1)=[CH:6][C:5]2=[O:18].Br[CH2:20][CH2:21][CH2:22][CH2:23][CH2:24][CH2:25][Cl:26].[OH:27][CH:28]1[CH2:33][CH2:32][NH:31][CH2:30][CH2:29]1>>[ClH:26].[OH:27][CH:28]1[CH2:33][CH2:32][N:31]([CH2:20][CH2:21][CH2:22][CH2:23][CH2:24][CH2:25][O:1][C:2]2[CH:11]=[CH:10][C:9]3[O:8][C:7]([C:12]4[CH:17]=[CH:16][CH:15]=[CH:14][CH:13]=4)=[CH:6][C:5](=[O:18])[C:4]=3[CH:3]=2)[CH2:30][CH2:29]1 |f:3.4|. Procedure details: The compound was prepared by a method similar to Example 1 from 6-hydroxyflavone, 1-bromo-6-chlorohexane and 4-hydroxypiperidine: mp 219°-221° C. Product: CC(C)=C(C(=O)O)c1ccc(F)cc1. Starting materials: ClCCl, CC(C)(O)C(C(=O)O)c1ccc(F)cc1, O=S(=O)(O)O. Reaction SMILES: [Cl:21][CH2:22][Cl:23].[F:1][c:2]1[cH:3][cH:4][c:5]([CH:8]([C:9](=[O:10])[OH:11])[C:12]([CH3:13])([CH3:14])[OH:15])[cH:6][cH:7]1.[S:16](=[O:17])(=[O:18])([OH:19])[OH:20]>>[F:1][c:2]1[cH:3][cH:4][c:5]([C:8]([C:9](=[O:10])[OH:11])=[C:12]([CH3:13])[CH3:14])[cH:6][cH:7]1. Starting materials: CCC1=CCCCC1, C=C(C)C(=O)O, Cc1ccccc1, [Na+], [OH-], O=S(=O)(O)O. Yields the product C=C(C)C(=O)OC1(CC)CCCCC1. RXN SMILES: [CH2:12]([CH3:13])[C:14]1=[CH:15][CH2:16][CH2:17][CH2:18][CH2:19]1.[CH3:1][C:2](=[CH2:3])[C:4]([OH:5])=[O:6].[CH3:22][c:23]1[cH:24][cH:25][cH:26][cH:27][cH:28]1.[Na+:21].[OH-:20].[S:7](=[O:8])(=[O:9])([OH:10])[OH:11]>>[CH3:1][C:2](=[CH2:3])[C:4]([O:5][C:14]1([CH2:12][CH3:13])[CH2:15][CH2:16][CH2:17][CH2:18][CH2:19]1)=[O:6]. Reactants: [OH-].[Na+] (sodium hydroxide), Cl (hydrochloric acid), ClCC1=CC=C(OCCC=2N=C(OC2C)C2=CC=CC=C2)C=C1 (4-[2-(4-Chloromethylphenoxy)ethyl]-5-methyl-2-phenyloxazole), [H-].[Na+] (Sodium hydride), C1(=CC=CC=C1)C1=NNC=C1CCC(=O)OCC (ethyl 3-(3-phenyl-1H-pyrazole-4-yl)propionate). Run in O (water), O1CCCC1 (tetrahydrofuran), C(C)O (ethanol), CN(C=O)C (N,N-dimethylformamide). Reaction conditions: temperature 0 celsius, time 30 minute. Yields the product CC1=C(N=C(O1)C1=CC=CC=C1)CCOC1=CC=C(CN2N=C(C(=C2)CCC(=O)O)C2=CC=CC=C2)C=C1 (3-[1-[4-[2-(5-methyl-2-phenyl-4-oxazolyl)ethoxy]benzyl]-3-phenyl-1H-pyrazol-4-yl]propionic acid). Yield: 43.0%. RXN SMILES: [H-].[Na+].[C:3]1([C:9]2[C:13]([CH2:14][CH2:15][C:16]([O:18]CC)=[O:17])=[CH:12][NH:11][N:10]=2)[CH:8]=[CH:7][CH:6]=[CH:5][CH:4]=1.Cl[CH2:22][C:23]1[CH:43]=[CH:42][C:26]([O:27][CH2:28][CH2:29][C:30]2[N:31]=[C:32]([C:36]3[CH:41]=[CH:40][CH:39]=[CH:38][CH:37]=3)[O:33][C:34]=2[CH3:35])=[CH:25][CH:24]=1.[OH-].[Na+].Cl>O1CCCC1.C(O)C.O.CN(C)C=O>[CH3:35][C:34]1[O:33][C:32]([C:36]2[CH:37]=[CH:38][CH:39]=[CH:40][CH:41]=2)=[N:31][C:30]=1[CH2:29][CH2:28][O:27][C:26]1[CH:25]=[CH:24][C:23]([CH2:22][N:11]2[CH:12]=[C:13]([CH2:14][CH2:15][C:16]([OH:18])=[O:17])[C:9]([C:3]3[CH:4]=[CH:5][CH:6]=[CH:7][CH:8]=3)=[N:10]2)=[CH:43][CH:42]=1 |f:0.1,4.5|. Procedure details: Sodium hydride (60%, oily, 200 mg) was added to an N,N-dimethylformamide solution (15 ml) of ethyl 3-(3-phenyl-1H-pyrazole-4-yl)propionate (1.04 g) at 0° C., which was stirred at 0° C. for 30 minutes. 4-[2-(4-Chloromethylphenoxy)ethyl]-5-methyl-2-phenyloxazole (1.43 g) was added to the reaction mixture, which was stirred at room temperature overnight. The reaction mixture was poured into water, which was extracted with ethyl acetate. The ethyl acetate layer was washed with saturated aqueous sodi...